Dataset: the Open Reaction Database (ORD), a public repository of structured organic reaction records. Task: describe an organic reaction: reactants, conditions, products, and yield Reactants: ClC=1C=C2NC(C(N(C2=CC1[N+](=O)[O-])CC(=O)OCC)=O)=O (6-chloro-1-(ethoxycarbonylmethyl)-7-nitro-2,3(1H,4H)-quinoxalinedione), C(C)(C)O (isopropanol), C(=O)[O-].[NH4+] (ammonium formate). Reagents/catalysts: [Pd] (palladium/carbon). The solvent is O (water). Run at temperature 75 celsius. Product: NC1=CC=C2NC(C(N(C2=C1)CC(=O)OCC)=O)=O (7-Amino-1-(ethoxycarbonylmethyl)-2,3(1H,4H)-quinoxalinedione). Isolated yield 77.7%. As a reaction SMILES: Cl[C:2]1[CH:3]=[C:4]2[C:9](=[CH:10][C:11]=1[N+:12]([O-])=O)[N:8]([CH2:15][C:16]([O:18][CH2:19][CH3:20])=[O:17])[C:7](=[O:21])[C:6](=[O:22])[NH:5]2.C(O)(C)C.C([O-])=O.[NH4+]>O.[Pd]>[NH2:12][C:11]1[CH:10]=[C:9]2[C:4]([NH:5][C:6](=[O:22])[C:7](=[O:21])[N:8]2[CH2:15][C:16]([O:18][CH2:19][CH3:20])=[O:17])=[CH:3][CH:2]=1 |f:2.3|. Reported procedure: 84.3 g (0.26 mol) of 6-chloro-1-(ethoxycarbonylmethyl)-7-nitro-2,3(1H,4H)-quinoxalinedione were suspended in 1.5 1 of isopropanol, and 194.2 g (3.1 mol) of ammonium formate dissolved in 500 ml of water, and 8.5 g of palladium/carbon (10%) were successively added. The mixture was heated at 75° C. for 4 h and, after cooling, filtered, and the filter cake was extracted three times with 800 ml of dimethylformamide. The combined dimethylformamide phases were concentrated under reduced pressure, and t... The reactants are N1=CC=CC=C1 (pyridine), C1(\C=C/C(=O)O1)=O (maleic anhydride), C1(CC1)[C@@H](OC[C@@H](CNC(CC1=CC2=CC=CC=C2C=C1)(C)C)O)C1=C(C=CC=C1)C ((2R)-1-[(1R)-(Cyclopropyl)-(2-methylphenyl)methoxy]-3-[[2-methyl-1-(naphthalen-2-yl)propan-2-yl]amino]propan-2-ol). Solvent: C(Cl)(Cl)Cl (chloroform). Run at time 4 hour. Product: C1(CC1)[C@@H](OC[C@@H](CNC(CC1=CC2=CC=CC=C2C=C1)(C)C)OC(\C=C/C(=O)O)=O)C1=C(C=CC=C1)C ((Z)-butenedioic acid mono-[(2R)-1-[(1R)-(cyclopropyl)-(2-methylphenyl)methoxy]-3-[[2-methyl-1-(naphthalen-2-yl)propan-2-yl]amino]propan-2-yl]ester). Isolated yield 90.7%. RXN SMILES: [CH:1]1([C@H:4]([C:25]2[CH:30]=[CH:29][CH:28]=[CH:27][C:26]=2[CH3:31])[O:5][CH2:6][C@H:7]([OH:24])[CH2:8][NH:9][C:10]([CH3:23])([CH3:22])[CH2:11][C:12]2[CH:21]=[CH:20][C:19]3[C:14](=[CH:15][CH:16]=[CH:17][CH:18]=3)[CH:13]=2)[CH2:3][CH2:2]1.N1C=CC=CC=1.[C:38]1(=[O:44])[O:43][C:41](=[O:42])[CH:40]=[CH:39]1>C(Cl)(Cl)Cl>[CH:1]1([C@H:4]([C:25]2[CH:30]=[CH:29][CH:28]=[CH:27][C:26]=2[CH3:31])[O:5][CH2:6][C@H:7]([O:24][C:38](=[O:44])/[CH:39]=[CH:40]\[C:41]([OH:43])=[O:42])[CH2:8][NH:9][C:10]([CH3:23])([CH3:22])[CH2:11][C:12]2[CH:21]=[CH:20][C:19]3[C:14](=[CH:15][CH:16]=[CH:17][CH:18]=3)[CH:13]=2)[CH2:2][CH2:3]1. Procedure details: (2R)-1-[(1R)-(Cyclopropyl)-(2-methylphenyl)methoxy]-3-[[2-methyl-1-(naphthalen-2-yl)propan-2-yl]amino]propan-2-ol (1.25g) was dissolved in chloroform (10 ml) and, under ice-cooling, pyridine (0.485 ml) and maleic anhydride (294 mg) were added and the mixture was stirred for 4 hr. The reaction mixture was concentrated under reduced pressure, and diethyl ether was added to the obtained residue. The organic layer was washed successively with water and saturated brine, dried over anhydrous sodium su... Reactants: C1(=CC=C(C=C1)[C@@]1(C[C@H]2C(N[C@]3([C@H](\C=C/CCCN(C[C@@H](C(N2C1)=O)NC(=O)OC(C)(C)C)S(=O)(=O)C1=C(C=CC=C1)[N+](=O)[O-])C3)C(=O)OCC)=O)OC)C3=CC=CC=C3 ((2R,6S,13aS,14aR,16aS,Z)-ethyl 2-(biphenyl-4-yl)-6-(tert-butoxycarbonylamino)-2-methoxy-8-(2-nitrophenylsulfonyl)-5,16-dioxo-1,2,3,5,6,7,8,9,10,11,13a,14,14a,15,16,16a-hexadecahydrocyclopropa[n]pyrrolo[2,1-c][1,4,8]triazacyclopentadecine-14a-carboxylate), LiOH monohydrate, O (water), CO (MeOH). Solvent: O1CCCC1 (tetrahydrofuran). Run at time 18 hour. Product: C1(=CC=C(C=C1)[C@@]1(C[C@H]2C(N[C@]3([C@H](\C=C/CCCN(C[C@@H](C(N2C1)=O)NC(=O)OC(C)(C)C)S(=O)(=O)C1=C(C=CC=C1)[N+](=O)[O-])C3)C(=O)O)=O)OC)C3=CC=CC=C3 ((2R,6S,13aS,14aR,16aS,Z)-2-(biphenyl-4-yl)-6-(tert-butoxycarbonylamino)-2-methoxy-8-(2-nitrophenylsulfonyl)-5,16-dioxo-1,2,3,5,6,7,8,9,10,11,13a,14,14a,15,16,16a-hexadecahydrocyclopropa[n]pyrrolo[2,1-c][1,4,8]triazacyclopentadecine-14a-carboxylic acid). Isolated yield 25.8%. Reaction SMILES: [C:1]1([C:55]2[CH:60]=[CH:59][CH:58]=[CH:57][CH:56]=2)[CH:6]=[CH:5][C:4]([C@@:7]2([O:53][CH3:54])[CH2:24][N:23]3[C@H:9]([C:10](=[O:52])[NH:11][C@:12]4([C:47]([O:49]CC)=[O:48])[CH2:46][C@H:13]4[CH:14]=[CH:15][CH2:16][CH2:17][CH2:18][N:19]([S:34]([C:37]4[CH:42]=[CH:41][CH:40]=[CH:39][C:38]=4[N+:43]([O-:45])=[O:44])(=[O:36])=[O:35])[CH2:20][C@H:21]([NH:26][C:27]([O:29][C:30]([CH3:33])([CH3:32])[CH3:31])=[O:28])[C:22]3=[O:25])[CH2:8]2)=[CH:3][CH:2]=1.O.CO>O1CCCC1>[C:1]1([C:55]2[CH:56]=[CH:57][CH:58]=[CH:59][CH:60]=2)[CH:6]=[CH:5][C:4]([C@@:7]2([O:53][CH3:54])[CH2:24][N:23]3[C@H:9]([C:10](=[O:52])[NH:11][C@:12]4([C:47]([OH:49])=[O:48])[CH2:46][C@H:13]4[CH:14]=[CH:15][CH2:16][CH2:17][CH2:18][N:19]([S:34]([C:37]4[CH:42]=[CH:41][CH:40]=[CH:39][C:38]=4[N+:43]([O-:45])=[O:44])(=[O:36])=[O:35])[CH2:20][C@H:21]([NH:26][C:27]([O:29][C:30]([CH3:33])([CH3:31])[CH3:32])=[O:28])[C:22]3=[O:25])[CH2:8]2)=[CH:3][CH:2]=1. Procedure: A mixture of (2R,6S,13aS,14aR,16aS,Z)-ethyl 2-(biphenyl-4-yl)-6-(tert-butoxycarbonylamino)-2-methoxy-8-(2-nitrophenylsulfonyl)-5,16-dioxo-1,2,3,5,6,7,8,9,10,11,13a,14,14a,15,16,16a-hexadecahydrocyclopropa[n]pyrrolo[2,1-c][1,4,8]triazacyclopentadecine-14a-carboxylate (60 mg, 0.071 mmol) and LiOH monohydrate (34.0 mg, 1.419 mmol) in tetrahydrofuran (2 mL)/water (0.5 mL)/MeOH (1 mL) was stirred at rt for 18 h. It was then concentrated in vacuo and partitioned between water and ether. The aqueous ph... Reactants: C(C)=O (acetaldehyde), N1CCC(CC1)NC(OC(C)(C)C)=O (1,1-dimethylethyl piperidin-4-ylcarbamate). Yields the product C(C)N1CCC(CC1)N (1-ethylpiperidin-4-amine). Reaction SMILES: [CH:1](=O)[CH3:2].[NH:4]1[CH2:9][CH2:8][CH:7]([NH:10]C(=O)OC(C)(C)C)[CH2:6][CH2:5]1>>[CH2:9]([N:4]1[CH2:2][CH2:1][CH:7]([NH2:10])[CH2:6][CH2:5]1)[CH3:8]. Reported procedure: Synthesized according to the method of reagent preparation 9 by using acetaldehyde and 1,1-dimethylethyl piperidin-4-ylcarbamate. MS (EI) for C7H16N2: 131 (MH+). The reactants are CC(=O)O, O=C(Cc1ccccc1)OC(Nc1c(Cl)cccc1Cl)C(=O)OCc1ccccc1. Product: O=C(Cc1ccccc1)OC(Nc1c(Cl)cccc1Cl)C(=O)O. As a reaction SMILES: [CH3:31][C:32](=[O:33])[OH:34].[Cl:1][c:2]1[c:3]([NH:9][CH:10]([C:11](=[O:12])[O:13][CH2:14][c:15]2[cH:16][cH:17][cH:18][cH:19][cH:20]2)[O:21][C:22]([CH2:23][c:24]2[cH:25][cH:26][cH:27][cH:28][cH:29]2)=[O:30])[c:4]([Cl:8])[cH:5][cH:6][cH:7]1>>[Cl:1][c:2]1[c:3]([NH:9][CH:10]([C:11](=[O:12])[OH:13])[O:21][C:22]([CH2:23][c:24]2[cH:25][cH:26][cH:27][cH:28][cH:29]2)=[O:30])[c:4]([Cl:8])[cH:5][cH:6][cH:7]1. Conditions: time 8 hour. Procedure: To a solution of ethyl (2RS,3RS)-3-(4-fluorophenyl)-3-hydroxy-2-{3-[(trifluoromethyl)thio]benzyl}propanoate (5.30 g, 13.17 mmol) in methanol (150 ml) was added 2N aqueous sodium hydroxide solution (13.2 ml, 26.4 mmol), and the mixture was stirred overnight at room temperature. After the reaction solution was concentrated, 1N hydrochloric acid was added. The mixture was acidified and extracted with ethyl acetate (200 ml×2). The extract was washed with water and saturated brine, dried (anhydrous m... Solvent: CO (methanol). Product: FC1=CC=C(C=C1)C(C(C(=O)O)CC1=CC(=CC=C1)SC(F)(F)F)O ((2RS,3RS)-3-(4-fluorophenyl)-3-hydroxy-2-{3-[(trifluoromethyl)thio]benzyl}propanoic acid). RXN SMILES: [F:1][C:2]1[CH:7]=[CH:6][C:5]([CH:8]([OH:27])[CH:9]([CH2:15][C:16]2[CH:21]=[CH:20][CH:19]=[C:18]([S:22][C:23]([F:26])([F:25])[F:24])[CH:17]=2)[C:10]([O:12]CC)=[O:11])=[CH:4][CH:3]=1.[OH-].[Na+]>CO>[F:1][C:2]1[CH:7]=[CH:6][C:5]([CH:8]([OH:27])[CH:9]([CH2:15][C:16]2[CH:21]=[CH:20][CH:19]=[C:18]([S:22][C:23]([F:24])([F:25])[F:26])[CH:17]=2)[C:10]([OH:12])=[O:11])=[CH:4][CH:3]=1 |f:1.2|. Starting materials: FC1=CC=C(C=C1)C(C(C(=O)OCC)CC1=CC(=CC=C1)SC(F)(F)F)O (ethyl (2RS,3RS)-3-(4-fluorophenyl)-3-hydroxy-2-{3-[(trifluoromethyl)thio]benzyl}propanoate), [OH-].[Na+] (sodium hydroxide). The reactants are NCC1CC(CCC1)CC(=O)O (3-aminomethylcyclohexylacetic acid). Reagents/catalysts: [Pt] (platinum). The solvent is Cl (hydrochloric acid). Yields the product C(#N)C=1C=C(C=CC1)CC(=O)O (3-cyanophenylacetic acid). Yield: 45.0%. As a reaction SMILES: [NH2:1][CH2:2][CH:3]1[CH2:8][CH2:7][CH2:6][CH:5]([CH2:9][C:10]([OH:12])=[O:11])[CH2:4]1>Cl.[Pt]>[C:2]([C:3]1[CH:4]=[C:5]([CH2:9][C:10]([OH:12])=[O:11])[CH:6]=[CH:7][CH:8]=1)#[N:1]. Procedure: The 3-nitrophenylacetic acid described in Example 7 is hydrogenated in methanol in the presence of palladium-charcoal to give a yield of 99% of theory of 3-aminophenylacetic acid (m.p. 116°-121° C.). In a manner analogous to that described for the p-compound (see Example 6), there is obtained therefrom, by diazotisation, 3-cyanophenylacetic acid (yield 45% of theory; m.p. 93°-98° C. (decomp.)) and by hydrogenation in dilute hydrochloric acid in the presence of platinum catalyst there is obtained... Starting materials: COc1cc(C(C)=O)cc(OC)c1OC, COc1cc(C=O)cc([N+](=O)[O-])c1O. Yields the product COc1cc(C=CC(=O)c2cc(OC)c(OC)c(OC)c2)cc([N+](=O)[O-])c1O. As a reaction SMILES: [CH3:15][O:16][c:17]1[cH:18][c:19]([C:27]([CH3:28])=[O:29])[cH:20][c:21]([O:25][CH3:26])[c:22]1[O:23][CH3:24].[OH:1][c:2]1[c:3]([O:13][CH3:14])[cH:4][c:5]([CH:6]=[O:7])[cH:8][c:9]1[N+:10](=[O:11])[O-:12]>>[OH:1][c:2]1[c:3]([O:13][CH3:14])[cH:4][c:5]([CH:6]=[CH:28][C:27]([c:19]2[cH:18][c:17]([O:16][CH3:15])[c:22]([O:23][CH3:24])[c:21]([O:25][CH3:26])[cH:20]2)=[O:29])[cH:8][c:9]1[N+:10](=[O:11])[O-:12].